describe an organic reaction: reactants, conditions, products, and yield From a dataset of the Open Reaction Database (ORD), a public repository of structured organic reaction records. Starting materials: C([O-])([O-])=O.[K+].[K+] (potassium carbonate), ClCCCN1CCOCC1 (1-chloro-3-morpholinopropane), Cl (hydrogen chloride), ClCCCN1CCOCC1 (1-chloro-3-morpholinopropane), ClC1=CN=NC2=CC(=C(C=C12)OC)O (4-chloro-7-hydroxy-6-methoxycinnoline), C([O-])([O-])=O.[K+].[K+] (potassium carbonate), [I-].[K+] (potassium iodide). The solvent is O.CO (water methanol), CN(C)C=O (DMF), C(C)(C)O (isopropanol). Conditions: temperature 80 celsius, time 4 hour. Product: ClC1=CN=NC2=CC(=C(C=C12)OC)OCCCN1CCOCC1 (4-chloro-6-methoxy-7-(3-morpholinopropoxy)cinnoline), hydrochloride salt. Isolated yield 44.0%. As a reaction SMILES: Cl[CH2:2][CH2:3][CH2:4][N:5]1[CH2:10][CH2:9][O:8][CH2:7][CH2:6]1.[Cl:11][C:12]1[C:21]2[C:16](=[CH:17][C:18]([OH:24])=[C:19]([O:22][CH3:23])[CH:20]=2)[N:15]=[N:14][CH:13]=1.C(=O)([O-])[O-].[K+].[K+].[I-].[K+].Cl>CN(C=O)C.C(O)(C)C.O.CO>[Cl:11][C:12]1[C:21]2[C:16](=[CH:17][C:18]([O:24][CH2:2][CH2:3][CH2:4][N:5]3[CH2:10][CH2:9][O:8][CH2:7][CH2:6]3)=[C:19]([O:22][CH3:23])[CH:20]=2)[N:15]=[N:14][CH:13]=1 |f:2.3.4,5.6,10.11|. Procedure details: The starting material 4-chloro-6-methoxy-7-(3-morpholinopropoxy)cinnoline hydrochloride was obtained by adding 1-chloro-3-morpholinopropane (190 mg, 0.95 mmol), (prepared as described in U.S. Pat. No. 4,004,007), to a suspension of 4-chloro-7-hydroxy-6-methoxycinnoline (0.2 g, 0.95 mmol), (prepared as described for the starting material in Example 10), in DMF (5 ml) containing potassium carbonate (327 mg, 2.3 mmol) and potassium iodide (15 mg, 0.095 mmol). After heating at 80° C. for 2 hours, po... Starting materials: C(C)OC(CC(=O)N(CC(=O)C1=CC=C(C=C1)F)C1=CC=C(C=C1)F)=O (N-(4-fluoro-phenyl)-N-(2-(4-fluoro-phenyl)-2-oxo-ethyl)-malonamic acid ethyl ester), C(C)(=O)[O-].[NH4+] (ammonium acetate). Solvent: C(C)(=O)O (acetic acid). Product: C(C)OC(CC=1N(C=C(N1)C1=CC=C(C=C1)F)C1=CC=C(C=C1)F)=O ((1,4-bis-(4-fluoro-phenyl)-1H-imidazol-2-yl)-acetic acid ethyl ester). Yield: 8.8%. Reaction SMILES: [CH2:1]([O:3][C:4](=[O:26])[CH2:5][C:6]([N:8]([C:19]1[CH:24]=[CH:23][C:22]([F:25])=[CH:21][CH:20]=1)[CH2:9][C:10]([C:12]1[CH:17]=[CH:16][C:15]([F:18])=[CH:14][CH:13]=1)=O)=O)[CH3:2].C([O-])(=O)C.[NH4+:31]>C(O)(=O)C>[CH2:1]([O:3][C:4](=[O:26])[CH2:5][C:6]1[N:8]([C:19]2[CH:24]=[CH:23][C:22]([F:25])=[CH:21][CH:20]=2)[CH:9]=[C:10]([C:12]2[CH:17]=[CH:16][C:15]([F:18])=[CH:14][CH:13]=2)[N:31]=1)[CH3:2] |f:1.2|. Procedure details: 1.2 g N-(4-fluoro-phenyl)-N-(2-(4-fluoro-phenyl)-2-oxo-ethyl)-malonamic acid ethyl ester and 1.8 g ammonium acetate in 20 mL concentrated acetic acid were refluxed 4 h. The reaction was evaporated. Water was added to the residue and the mixture was extracted with DCM. The organic layer was dried and evaporated. The residue was purified by chromatography on silica (100% dichlormethane) to yield 100 mg of the desired compound. Reactants: CC#N, CC(C)c1nc(CO)[nH]c1Sc1cc(Cl)cc(Cl)c1, O=C=NS(=O)(=O)Cl, Cl, O. Product: CC(C)c1nc(COC(N)=O)[nH]c1Sc1cc(Cl)cc(Cl)c1. Reaction SMILES: [CH3:29][C:30]#[N:31].[Cl:1][c:2]1[cH:3][c:4]([S:9][c:10]2[c:11]([CH:17]([CH3:18])[CH3:19])[n:12][c:13]([CH2:15][OH:16])[nH:14]2)[cH:5][c:6]([Cl:8])[cH:7]1.[Cl:20][S:21](=[O:22])(=[O:23])[N:24]=[C:25]=[O:26].[ClH:28].[OH2:27]>>[Cl:1][c:2]1[cH:3][c:4]([S:9][c:10]2[c:11]([CH:17]([CH3:18])[CH3:19])[n:12][c:13]([CH2:15][O:16][C:25]([NH2:24])=[O:26])[nH:14]2)[cH:5][c:6]([Cl:8])[cH:7]1. Reactants: C(C1=CC=CC=C1)OC=1C2=CN=C3C4=C(C=CC3=C2C=CC1OC)C=CC=C4 (7-benzyloxy-8-methoxybenzo[c]phenanthridine), S(O)(O)(=O)=O (sulfuric acid), ice water, FC(S(=O)(=O)OCC)(F)F (ethyl trifluoromethanesulfonate), Cl (hydrochloric acid), compound. The solvent is C(C)(=O)O (acetic acid), C1(=CC=CC=C1)C (toluene), CO (methanol). Conditions: temperature 100 celsius. Product: S(=O)(=O)(O)[O-].C(C)[N+]1=C2C3=C(C=CC2=C2C=CC(=C(C2=C1)O)OC)C=CC=C3 (5-ethyl-7-hydroxy-8-methoxy-benzo[c]phenanthridinium hydrogen sulfate). The yield is 79.7%. RXN SMILES: C([O:8][C:9]1[C:10]2[C:19]([CH:20]=[CH:21][C:22]=1[O:23][CH3:24])=[C:18]1[C:13]([C:14]3[CH:28]=[CH:27][CH:26]=[CH:25][C:15]=3[CH:16]=[CH:17]1)=[N:12][CH:11]=2)C1C=CC=CC=1.FC(F)(F)S(O[CH2:35][CH3:36])(=O)=O.Cl.[S:40](=[O:44])(=[O:43])([OH:42])[OH:41]>CO.C(O)(=O)C.C1(C)C=CC=CC=1>[S:40]([O-:44])([OH:43])(=[O:42])=[O:41].[CH2:35]([N+:12]1[CH:11]=[C:10]2[C:19]([CH:20]=[CH:21][C:22]([O:23][CH3:24])=[C:9]2[OH:8])=[C:18]2[C:13]=1[C:14]1[CH:28]=[CH:27][CH:26]=[CH:25][C:15]=1[CH:16]=[CH:17]2)[CH3:36] |f:7.8|. Reported procedure: 183 mg (0.5 mmol) of 7-benzyloxy-8-methoxybenzo[c]phenanthridine (compound D-7) were admixed with 0.13 ml (1.0 mmol) of ethyl trifluoromethanesulfonate and 0.9 ml of dry toluene, and the resulting mixture was heated to 100° C. for 5 hours. After that, the mixture was admixed with 4 ml of acetic acid and 1 ml of concentrated hydrochloric acid, and heated to 100° C. for 1 hour. Thereafter, the reaction mixture was gradually added to ice water. The reaction mixture thus diluted was neutralized by p... Starting materials: C(C1=CC=CC=C1)(=O)N (benzamide), COCCO (2-methoxyethanol), ClC1=NC=C(C(=N1)NC1=C(C(=O)NC)C=CC=C1)Cl (2-(2,5-Dichloro-pyrimidin-4-ylamino)-N-methyl-benzamide), NC1=CC2=C(CCN(CC2)CCO)C=C1OC (2-(7-Amino-8-methoxy-1,2,4,5-tetrahydro-3-benzazepin-3-yl)-ethanol). The solvent is product. Yields the product COCCOC(C1=C(C=CC=C1)NC1=NC(=NC=C1Cl)NC1=CC2=C(CCN(CC2)CCO)C=C1OC)=O (2-{5-Chloro-2-[3-(2-hydroxy-ethyl)-8-methoxy-2,3,4,5-tetrahydro-1H-3-benzazepin-7-ylamino]-pyrimidin-4-ylamino}-benzoic acid 2-methoxy-ethyl ester). Reaction SMILES: Cl[C:2]1[N:7]=[C:6]([NH:8][C:9]2[CH:18]=[CH:17][CH:16]=[CH:15][C:10]=2[C:11](NC)=[O:12])[C:5]([Cl:19])=[CH:4][N:3]=1.[NH2:20][C:21]1[C:34]([O:35][CH3:36])=[CH:33][C:24]2[CH2:25][CH2:26][N:27]([CH2:30][CH2:31][OH:32])[CH2:28][CH2:29][C:23]=2[CH:22]=1.C(N)(=O)C1C=CC=CC=1.[CH3:46][O:47][CH2:48][CH2:49][OH:50]>>[CH3:46][O:47][CH2:48][CH2:49][O:50][C:11](=[O:12])[C:10]1[CH:15]=[CH:16][CH:17]=[CH:18][C:9]=1[NH:8][C:6]1[C:5]([Cl:19])=[CH:4][N:3]=[C:2]([NH:20][C:21]2[C:34]([O:35][CH3:36])=[CH:33][C:24]3[CH2:25][CH2:26][N:27]([CH2:30][CH2:31][OH:32])[CH2:28][CH2:29][C:23]=3[CH:22]=2)[N:7]=1. Reported procedure: In an analogous manner to Example 1534, the product was prepared from 2-(2,5-Dichloro-pyrimidin-4-ylamino)-N-methyl-benzamide and 2-(7-Amino-8-methoxy-1,2,4,5-tetrahydro-3-benzazepin-3-yl)-ethanol. The 2-methoxyethanol solvent reacted with the benzamide resulting in the product (40 mg, 37%). mp: 125-131° C., MS (ESI+): 542 (M+H), 1H-NMR (CDCl3, 400 MHz) δ 11.03 (s, 1H), 8.85 (d, J=8.6 Hz, 1H), 8.16 (s, 2H), 8.15 (s, 1H), 7.53 (t, J=8.1 Hz, 1H), 7.49 (s, 2H), 7.11 (t, J=7.2 Hz, 1H), 6.68 (s, 1H),... The reactants are ClC1=NC(=NC=N1)NC1=CC(=C(C(=C1)OC)OCCN1N=NC=C1)OC ((4-Chloro-[1,3,5]triazin-2-yl)-[3,5-dimethoxy-4-(2-[1,2,3]triazol-1-yl-ethoxy)phenyl]amine), ClC=1NC2=C(N1)C=CC=C2 (2-chlorobenzimidazole), C(=O)([O-])[O-].[K+].[K+] (K2CO3). Solvent: C(=O)(C)C#N (AcCN). Run at temperature 70 celsius. The product is ClC1=NC2=C(N1C1=NC(=NC=N1)NC1=CC(=C(C(=C1)OC)OCCN1N=NC=C1)OC)C=CC=C2 ([4-(2-chloro-benzimidazol-1-yl)-[1,3,5]triazin-2-yl]-[3,5-dimethoxy-4-(2-[1,2,3]triazol-1-yl-ethoxy)phenyl]-amine). Reaction SMILES: Cl[C:2]1[N:7]=[CH:6][N:5]=[C:4]([NH:8][C:9]2[CH:14]=[C:13]([O:15][CH3:16])[C:12]([O:17][CH2:18][CH2:19][N:20]3[CH:24]=[CH:23][N:22]=[N:21]3)=[C:11]([O:25][CH3:26])[CH:10]=2)[N:3]=1.[Cl:27][C:28]1[NH:29][C:30]2[CH:36]=[CH:35][CH:34]=[CH:33][C:31]=2[N:32]=1.C([O-])([O-])=O.[K+].[K+]>C(C#N)(C)=O>[Cl:27][C:28]1[N:32]([C:6]2[N:7]=[CH:2][N:3]=[C:4]([NH:8][C:9]3[CH:10]=[C:11]([O:25][CH3:26])[C:12]([O:17][CH2:18][CH2:19][N:20]4[CH:24]=[CH:23][N:22]=[N:21]4)=[C:13]([O:15][CH3:16])[CH:14]=3)[N:5]=2)[C:31]2[CH:33]=[CH:34][CH:35]=[CH:36][C:30]=2[N:29]=1 |f:2.3.4|. Procedure details: (4-Chloro-[1,3,5]triazin-2-yl)-[3,5-dimethoxy-4-(2-[1,2,3]triazol-1-yl-ethoxy)phenyl]amine (407 mg, 1.076 mmol) is combined with 2-chlorobenzimidazole (164 mg, 1.076 mmol) and K2CO3(179 mg, 1.292 mmol) in AcCN (10 ml) and heated at 65 to 75° C. for 4 to 20 hours. The mix is concentrated down under reduced pressure and treated with water. A white precipitate forms which is filtered and dried under vacuum, giving [4-(2-chloro-benzimidazol-1-yl)-[1,3,5]triazin-2-yl]-[3,5-dimethoxy-4-(2-[1,2,3]triaz...